Task: describe an organic reaction: reactants, conditions, products, and yield. Dataset: the Open Reaction Database (ORD), a public repository of structured organic reaction records Reactants: CN(CCCOC1=C(C=O)C=CC=C1)C (2-(3-dimethylaminopropoxy)benzaldehyde), C(CC1=CC=CC=C1)N (phenethylamine). Run in C1(=CC=CC=C1)C (toluene). Run at temperature 50 celsius, time 30 minute. Product: CN(CCCOC1=C(C=CC=C1)C=NCCC1=CC=CC=C1)C (N-[[2-[3-(Dimethylamino)propoxy]phenyl]methylene]benzeneethanamine). Isolated yield 74.8%. Reaction SMILES: [CH3:1][N:2]([CH3:15])[CH2:3][CH2:4][CH2:5][O:6][C:7]1[CH:14]=[CH:13][CH:12]=[CH:11][C:8]=1[CH:9]=O.[CH2:16]([NH2:24])[CH2:17][C:18]1[CH:23]=[CH:22][CH:21]=[CH:20][CH:19]=1>C1(C)C=CC=CC=1>[CH3:1][N:2]([CH3:15])[CH2:3][CH2:4][CH2:5][O:6][C:7]1[CH:14]=[CH:13][CH:12]=[CH:11][C:8]=1[CH:9]=[N:24][CH2:16][CH2:17][C:18]1[CH:23]=[CH:22][CH:21]=[CH:20][CH:19]=1. Procedure: A solution of 32.5 g of 2-(3-dimethylaminopropoxy)benzaldehyde and 18.9 g of phenethylamine in 150 ml of toluene is heated at reflux for one hour. After 30 minutes, one mole equivalent of water is collected in a Dean-Stark trap. After cooling to approximately 50° C., the solvent is removed using a rotary evaporator and the oily residue is distilled to give 36.2 g of the title compound, boiling point 165°-167° C. at 0.05 mm of Hg. Reactants: C(C)(C)(C)OC(=O)N[C@H]1[C@@H](CC(CC\C=C/[C@H]2[C@](NC([C@H]3N(C1=O)C[C@@H](C3)O)=O)(C2)C(=O)OC)C)C ((2R,6S,7R,13aS,14aR,16aS,Z)-methyl 6-((tert-butoxycarbonyl)amino)-2-hydroxy-7,9-dimethyl-5,16-dioxo-1,2,3,5,6,7,8,9,10,11,13a,14,14a,15,16,16a-hexadecahydrocyclopropa[e]pyrrolo[1,2-a][1,4]diazacyclopentadecine-14a-carboxylate), FC1=NC=C(C2=CC=CC=C12)OC (1-fluoro-4-methoxyisoquinoline), CC(C)(C)[O-].[K+] (t-BuOK). The solvent is CS(=O)C (DMSO). Run at time 4 hour. Yields the product C(C)(C)(C)OC(=O)N[C@H]1[C@@H](CC(CC\C=C/[C@H]2[C@](NC([C@H]3N(C1=O)C[C@@H](C3)OC3=NC=C(C1=CC=CC=C31)OC)=O)(C2)C(=O)O)C)C ((2R,6S,7R,13aS,14aR,16aS,Z)-6-((tert-butoxycarbonyl)amino)-2-((4-methoxyisoquinolin-1-yl)oxy)-7,9-dimethyl-5,16-dioxo-1,2,3,5,6,7,8,9,10,11,13a,14,14a,15,16,16a-hexadecahydrocyclopropa[e]pyrrolo[1,2-a][1,4]diazacyclopentadecine-14a-carboxylic acid), solid. RXN SMILES: [C:1]([O:5][C:6]([NH:8][C@@H:9]1[C:23](=[O:24])[N:22]2[CH2:25][C@H:26]([OH:28])[CH2:27][C@H:21]2[C:20](=[O:29])[NH:19][C@:18]2([C:31]([O:33]C)=[O:32])[CH2:30][C@H:17]2[CH:16]=[CH:15][CH2:14][CH2:13][CH:12]([CH3:35])[CH2:11][C@H:10]1[CH3:36])=[O:7])([CH3:4])([CH3:3])[CH3:2].F[C:38]1[C:47]2[C:42](=[CH:43][CH:44]=[CH:45][CH:46]=2)[C:41]([O:48][CH3:49])=[CH:40][N:39]=1.CC([O-])(C)C.[K+]>CS(C)=O>[C:1]([O:5][C:6]([NH:8][C@@H:9]1[C:23](=[O:24])[N:22]2[CH2:25][C@H:26]([O:28][C:38]3[C:47]4[C:42](=[CH:43][CH:44]=[CH:45][CH:46]=4)[C:41]([O:48][CH3:49])=[CH:40][N:39]=3)[CH2:27][C@H:21]2[C:20](=[O:29])[NH:19][C@:18]2([C:31]([OH:33])=[O:32])[CH2:30][C@H:17]2[CH:16]=[CH:15][CH2:14][CH2:13][CH:12]([CH3:35])[CH2:11][C@H:10]1[CH3:36])=[O:7])([CH3:3])([CH3:4])[CH3:2] |f:2.3|. Procedure details: To a mixture of (2R,6S,7R,13aS,14aR,16aS,Z)-methyl 6-((tert-butoxycarbonyl)amino)-2-hydroxy-7,9-dimethyl-5,16-dioxo-1,2,3,5,6,7,8,9,10,11,13a,14,14a,15,16,16a-hexadecahydrocyclopropa[e]pyrrolo[1,2-a][1,4]diazacyclopentadecine-14a-carboxylate (152 mg, 0.3 mmol),1-fluoro-4-methoxyisoquinoline (128 mg, 0.720 mmol), and t-BuOK (168 mg, 1.500 mmol) was added DMSO (5 mL) and then sonicated for 15 min. The resulting solution was stirred for 4 h. The reaction was quenched with water, acidified with 6 N ... The solvent is CS(=O)C (dimethyl sulfoxide), O (water), CS(=O)C (dimethyl sulfoxide). Reaction conditions: time 20 hour. Reported procedure: A mixture of 57 g of 2-tolylglyoxylic acid methyl ester oxime and 80 g of powdered potassium carbonate is mixed into 550 ml of dimethyl sulfoxide for 30 minutes at room temperature and then a solution of 40 g of bromofluoromethane in 30 ml of dimethyl sulfoxide is added dropwise at room temperature. The reaction mixture is stirred for a further 20 hours and then poured into 1200 ml of water, neutralised with 230 ml of hydrochloric acid and extracted four times with 250 ml of ethyl acetate each t... RXN SMILES: [CH3:1][O:2][C:3](=[O:14])[C:4](=[N:12][OH:13])[C:5]1[CH:10]=[CH:9][CH:8]=[CH:7][C:6]=1[CH3:11].C(=O)([O-])[O-].[K+].[K+].Br[CH2:22][F:23].Cl>CS(C)=O.O>[F:23][CH2:22][O:13][N:12]=[C:4]([C:5]1[CH:10]=[CH:9][CH:8]=[CH:7][C:6]=1[CH3:11])[C:3]([O:2][CH3:1])=[O:14] |f:1.2.3|. Starting materials: Cl (hydrochloric acid), COC(C(C1=C(C=CC=C1)C)=NO)=O (2-tolylglyoxylic acid methyl ester oxime), C([O-])([O-])=O.[K+].[K+] (potassium carbonate), BrCF (bromofluoromethane). Product: FCON=C(C(=O)OC)C1=C(C=CC=C1)C (2-tolylglyoxylic acid methyl ester O-fluoromethyloxime). Reactants: C1(=CCCCC1)C(=O)O (1-cyclohexenecarboxylic acid), [Al+3].[Cl-].[Cl-].[Cl-] (AlCl3), Cl (HCl). Run in C1=CC=CC=C1 (benzene). Conditions: temperature 45 celsius. Yields the product C1(=CC=CC=C1)C1CCC(CC1)C(=O)O (4-Phenyl-cyclohexanecarboxylic acid). Isolated yield 76.5%. RXN SMILES: [Al+3].[Cl-].[Cl-].[Cl-].[C:5]1([C:11]([OH:13])=[O:12])[CH2:10][CH2:9][CH2:8][CH2:7][CH:6]=1.Cl>C1C=CC=CC=1>[C:5]1([CH:8]2[CH2:9][CH2:10][CH:5]([C:11]([OH:13])=[O:12])[CH2:6][CH2:7]2)[CH:10]=[CH:9][CH:8]=[CH:7][CH:6]=1 |f:0.1.2.3|. Reported procedure: To a mixture of AlCl3 (13 g, 97.5 mmol, 1.0 equiv) in benzene (100 mL) kept at 35° C., was added 1-cyclohexenecarboxylic acid (5 g, 39.7 mmol, 0.41 equiv) dropwise. After addition was complete, the reaction solution was heated to 70° C. for 1 h and 45° C. overnight. The reaction was cooled, and 200 mL of 1 N HCl was slowly added. The product was extracted with EtOAc. The organic layer was extracted with 1 N NaOH and the aqueous layer was acidified with concentrated HCl to produce a white precipi... Reactants: O (water), CC(C)([O-])C.[K+] (Potassium t-butoxide), BrC1=CC=CC(=N1)C=O (6-bromo-2-pyridinecarboxaldehyde), C(#N)CC(=O)NC(CC)C1=CC=C(C=C1)OCCOC (2-cyano-N-(1-(4-(2-methoxyethoxy)-phenyl)propyl)acetamide). Run in CS(=O)C (dimethylsulfoxide). Yields the product BrC1=CC=CC(=N1)/C=C(/C(=O)NC(CC)C1=CC=C(C=C1)OCCOC)\C#N ((E)-3-(6-Bromopyridin-2-yl)-2-cyano-N-(1-(4-(2-methoxyethoxy)phenyl)propyl)-acrylamide). The yield is 90.0%. RXN SMILES: CC(C)([O-])C.[K+].[Br:7][C:8]1[N:13]=[C:12]([CH:14]=O)[CH:11]=[CH:10][CH:9]=1.[C:16]([CH2:18][C:19]([NH:21][CH:22]([C:25]1[CH:30]=[CH:29][C:28]([O:31][CH2:32][CH2:33][O:34][CH3:35])=[CH:27][CH:26]=1)[CH2:23][CH3:24])=[O:20])#[N:17].O>CS(C)=O>[Br:7][C:8]1[N:13]=[C:12](/[CH:14]=[C:18](\[C:16]#[N:17])/[C:19]([NH:21][CH:22]([C:25]2[CH:26]=[CH:27][C:28]([O:31][CH2:32][CH2:33][O:34][CH3:35])=[CH:29][CH:30]=2)[CH2:23][CH3:24])=[O:20])[CH:11]=[CH:10][CH:9]=1 |f:0.1|. Procedure: Potassium t-butoxide (0.014 g, 0.127 mmol) was added to a stirred solution of 6-bromo-2-pyridinecarboxaldehyde (0.094 g, 0.51 mmol) and 2-cyano-N-(1-(4-(2-methoxyethoxy)-phenyl)propyl)acetamide (0.07 g, 0.25 mmol) in dimethylsulfoxide (10 mL) under nitrogen at room temperature. After 26 hours the mixture was shaken with water and then extracted with ethyl acetate several times. The combined extracts were washed with water and then dried over sodium sulfate. The solvent was removed in vacuo leavi... Starting materials: [N+](=O)([O-])C1=C(C=CC=C1)C1=CC(=C(C(=O)OC(C)(C)C)C=C1)NC(=O)C=1C=NC=C(C1)C1=CC=CC=C1 (tert-butyl 4-(2-nitrophenyl)-2-(5-phenylpyridine-3-carboxamido)benzoate). Reagents/catalysts: [C].[Pd] (palladium-carbon). The solvent is C(Cl)(Cl)Cl (chloroform), CO (methanol). Run at time 40 minute. The product is NC1=C(C=CC=C1)C1=CC(=C(C(=O)OC(C)(C)C)C=C1)NC(=O)C=1C=NC=C(C1)C1=CC=CC=C1 (tert-butyl 4-(2-aminophenyl)-2-(5-phenylpyridine-3-carboxamido)benzoate). Isolated yield 83.6%. As a reaction SMILES: [N+:1]([C:4]1[CH:9]=[CH:8][CH:7]=[CH:6][C:5]=1[C:10]1[CH:22]=[CH:21][C:13]([C:14]([O:16][C:17]([CH3:20])([CH3:19])[CH3:18])=[O:15])=[C:12]([NH:23][C:24]([C:26]2[CH:27]=[N:28][CH:29]=[C:30]([C:32]3[CH:37]=[CH:36][CH:35]=[CH:34][CH:33]=3)[CH:31]=2)=[O:25])[CH:11]=1)([O-])=O>C(Cl)(Cl)Cl.CO.[C].[Pd]>[NH2:1][C:4]1[CH:9]=[CH:8][CH:7]=[CH:6][C:5]=1[C:10]1[CH:22]=[CH:21][C:13]([C:14]([O:16][C:17]([CH3:20])([CH3:19])[CH3:18])=[O:15])=[C:12]([NH:23][C:24]([C:26]2[CH:27]=[N:28][CH:29]=[C:30]([C:32]3[CH:33]=[CH:34][CH:35]=[CH:36][CH:37]=3)[CH:31]=2)=[O:25])[CH:11]=1 |f:3.4|. Procedure details: To a solution mixture of tert-butyl 4-(2-nitrophenyl)-2-(5-phenylpyridine-3-carboxamido)benzoate (0.28 g) in chloroform (3.0 mL) and methanol (2.0 mL), 10% palladium-carbon (0.13 g) was added, followed by stirring under a hydrogen atmosphere at room temperature for 5 hours and 40 minutes. The insoluble substance was removed by filtration, and the solvent was evaporated under reduced pressure. The obtained residue was purified by silica gel column chromatography [eluent: 100-90% chloroform/methan... Reactants: O(C1=CC=CC=C1)CC(=O)NC1[C@@H]2N(C(C(S2)(CBr)C)C(=O)OCC(Cl)(Cl)Cl)C1=O (2,2,2-trichloroethyl 6-(2-phenoxyacetamido)-2-methyl-2-bromomethylpenam-3-carboxylate), C(Cl)(Cl)Cl (chloroform). The solvent is N1=CC=CC=C1 (pyridine). Product: O(C1=CC=CC=C1)CC(=O)NC1[C@@H]2N(C(=C(CS2)C)C(=O)OCC(Cl)(Cl)Cl)C1=O (2,2,2-trichloroethyl 7-(2-phenoxyacetamido)-3-methyl-3-cephem-4-carboxylate). Reaction SMILES: [O:1]([CH2:8][C:9]([NH:11][CH:12]1[C:29](=[O:30])[N:14]2[CH:15]([C:21]([O:23][CH2:24][C:25]([Cl:28])([Cl:27])[Cl:26])=[O:22])[C:16]([CH3:20])([CH2:18]Br)[S:17][C@H:13]12)=[O:10])[C:2]1[CH:7]=[CH:6][CH:5]=[CH:4][CH:3]=1.C(Cl)(Cl)Cl>N1C=CC=CC=1>[O:1]([CH2:8][C:9]([NH:11][CH:12]1[C:29](=[O:30])[N:14]2[C:15]([C:21]([O:23][CH2:24][C:25]([Cl:27])([Cl:26])[Cl:28])=[O:22])=[C:16]([CH3:18])[CH2:20][S:17][C@H:13]12)=[O:10])[C:2]1[CH:3]=[CH:4][CH:5]=[CH:6][CH:7]=1. Reported procedure: A mixture of 2,2,2-trichloroethyl 6-(2-phenoxyacetamido)-2-methyl-2-bromomethylpenam-3-carboxylate (500 mg.), chloroform (10 cc) and pyridine (170 mg.) was heated under reflux for 10 hours. After cooling, the reaction mixture was washed with water, dilute phosphoric acid and water in order, dried and then concentrated. The residue was subjected to chromatography on silica gel and eluated to yield an oil. The oil was crystallized from a mixture of acetone and petroleum ether to yield 2,2,2-trichl... Reactants: CO, CC#N, Cl, OCc1cc2ccccc2n1-c1ccc(OCCCN2CCCC2)cc1. The product is COCc1cc2ccccc2n1-c1ccc(OCCCN2CCCC2)cc1. RXN SMILES: [CH3:27][OH:28].[CH3:29][C:30]#[N:31].[ClH:32].[N:1]1([CH2:6][CH2:7][CH2:8][O:9][c:10]2[cH:11][cH:12][c:13](-[n:16]3[c:17]([CH2:25][OH:26])[cH:18][c:19]4[cH:20][cH:21][cH:22][cH:23][c:24]34)[cH:14][cH:15]2)[CH2:2][CH2:3][CH2:4][CH2:5]1>>[N:1]1([CH2:6][CH2:7][CH2:8][O:9][c:10]2[cH:11][cH:12][c:13](-[n:16]3[c:17]([CH2:25][O:26][CH3:27])[cH:18][c:19]4[cH:20][cH:21][cH:22][cH:23][c:24]34)[cH:14][cH:15]2)[CH2:2][CH2:3][CH2:4][CH2:5]1. Product: COc1ccc(-n2nnnc2C(F)(F)F)cc1CN1CC2CC(O[Si](C)(C)C(C)(C)C)CN2C(C(c2ccccc2)c2ccccc2)C1. Reactants: CC(=O)O[BH-](OC(C)=O)OC(C)=O, COc1ccc(-n2nnnc2C(F)(F)F)cc1C=O, CC(C)(C)[Si](C)(C)OC1CC2CNCC(C(c3ccccc3)c3ccccc3)N2C1, ClCCl, [Na+]. RXN SMILES: [C:1]([O:2][BH-:3]([O:4][C:5](=[O:6])[CH3:7])[O:8][C:9](=[O:10])[CH3:11])(=[O:12])[CH3:13].[CH3:45][O:46][c:47]1[c:48]([CH:49]=[O:50])[cH:51][c:52](-[n:55]2[n:56][n:57][n:58][c:59]2[C:60]([F:61])([F:62])[F:63])[cH:53][cH:54]1.[CH:15]([c:16]1[cH:17][cH:18][cH:19][cH:20][cH:21]1)([c:22]1[cH:23][cH:24][cH:25][cH:26][cH:27]1)[CH:28]1[CH2:29][NH:30][CH2:31][CH:32]2[N:33]1[CH2:34][CH:35]([O:37][Si:38]([CH3:39])([CH3:40])[C:41]([CH3:42])([CH3:43])[CH3:44])[CH2:36]2.[Cl:64][CH2:65][Cl:66].[Na+:14]>>[CH:15]([c:16]1[cH:17][cH:18][cH:19][cH:20][cH:21]1)([c:22]1[cH:23][cH:24][cH:25][cH:26][cH:27]1)[CH:28]1[CH2:29][N:30]([CH2:49][c:48]2[c:47]([O:46][CH3:45])[cH:54][cH:53][c:52](-[n:55]3[n:56][n:57][n:58][c:59]3[C:60]([F:61])([F:62])[F:63])[cH:51]2)[CH2:31][CH:32]2[N:33]1[CH2:34][CH:35]([O:37][Si:38]([CH3:39])([CH3:40])[C:41]([CH3:42])([CH3:43])[CH3:44])[CH2:36]2.